From a dataset of the Open Reaction Database (ORD), a public repository of structured organic reaction records. describe an organic reaction: reactants, conditions, products, and yield Starting materials: C1=CC(=C2C3=C1C[C@@H]4[C@]5([C@]3(CCN4CC6CC6)[C@@H](O2)C(=O)CC5)O)O (naltrexone), C(C1=CC=CC=C1)Br (benzylbromide), C([O-])([O-])=O.[K+].[K+] (potassium carbonate). The solvent is O (water), CN(C)C=O (DMF). Conditions: temperature 60 celsius, time 12 hour. Yields the product C1CC1CN2CC[C@]34[C@@H]5C(=O)CC[C@]3([C@H]2CC6=C4C(=C(C=C6)OCC7=CC=CC=C7)O5)O (3-Benzylnaltrexone). Isolated yield 73.0%. RXN SMILES: [CH:1]1[C:6]2[CH2:7][C@H:8]3[N:13]([CH2:14][CH:15]4[CH2:17][CH2:16]4)[CH2:12][CH2:11][C@:10]45[C@H:18]([C:20]([CH2:22][CH2:23][C@@:9]34[OH:24])=[O:21])[O:19][C:4]([C:5]=25)=[C:3]([OH:25])[CH:2]=1.[CH2:26](Br)[C:27]1[CH:32]=[CH:31][CH:30]=[CH:29][CH:28]=1.C(=O)([O-])[O-].[K+].[K+]>CN(C=O)C.O>[CH2:17]1[CH:15]([CH2:14][N:13]2[C@@H:8]3[CH2:7][C:6]4[CH:1]=[CH:2][C:3]([O:25][CH2:26][C:27]5[CH:32]=[CH:31][CH:30]=[CH:29][CH:28]=5)=[C:4]5[O:19][C@H:18]6[C:20]([CH2:22][CH2:23][C@:9]3([OH:24])[C@:10]6([C:5]=45)[CH2:11][CH2:12]2)=[O:21])[CH2:16]1 |f:2.3.4|. Reported procedure: To a solution of naltrexone (2.5 g, 7.3 mmol) and benzylbromide (1.5 g, 8.8 mmol) in DMF (25 mL) was added potassium carbonate (2.8 g, 20 mmol). The mixture was stirred for 12 hrs at 60° C., then cooled and diluted with water. The resulting oily product was extracted with EtOAc. The extract was washed with water dried over MgSO4 and concentrated. The residue was chromatographed on silica gel (hexane-EtOAc, 3;2) to afford 3-benzylnaltrexone (4) (2.3 g, 74%). 1H NMR (CDCl3) δ 0.15(2H, m, H-20β, H-... Starting materials: [Li]CCCC, CC(C)[N-]C(C)C, COCCOC, CC(C)NC(C)C, CCOC(=O)Cl, Cl, CCOC(=O)c1c(OC)cc(C(F)(F)F)nc1C(F)(F)F, [Li+], O. Yields the product CCOC(=O)c1c(C(F)(F)F)nc(C(F)(F)F)c(C(=O)OCC)c1OC. Reaction SMILES: [CH3:16][CH2:17][CH2:18][CH2:19][Li:20].[CH3:2][CH:3]([N-:4][CH:5]([CH3:6])[CH3:7])[CH3:8].[CH3:49][O:50][CH2:51][CH2:52][O:53][CH3:54].[CH:9]([NH:10][CH:11]([CH3:12])[CH3:13])([CH3:14])[CH3:15].[Cl:42][C:43](=[O:44])[O:45][CH2:46][CH3:47].[ClH:48].[F:21][C:22]([c:23]1[n:24][c:25]([C:36]([F:37])([F:38])[F:39])[cH:26][c:27]([O:34][CH3:35])[c:28]1[C:29](=[O:30])[O:31][CH2:32][CH3:33])([F:40])[F:41].[Li+:1].[OH2:55]>>[F:21][C:22]([c:23]1[n:24][c:25]([C:36]([F:37])([F:38])[F:39])[c:26]([C:43](=[O:44])[O:45][CH2:46][CH3:47])[c:27]([O:34][CH3:35])[c:28]1[C:29](=[O:30])[O:31][CH2:32][CH3:33])([F:40])[F:41]. Procedure details: To a suspension of 0.009 g (0.081 mmol) of 10% palladium-on-charcoal in 20 cm3 of methanol is added, at a temperature in the region of 20° C., 0.04 g (0.172 mmol) of 5-(4-nitrophenyl)-3H-imidazole-4-carboxamide. After hydrogenating for 3 hours in an autoclave under 3 bar of hydrogen, at a temperature in the region of 25° C., the reaction mixture is filtered. The catalyst is rinsed with twice 2 cm3 of methanol and the filtrate is then concentrated to dryness under reduced pressure (2.7 kPa) to gi... Run in CO (methanol). Isolated yield 97.8%. Starting materials: [N+](=O)([O-])C1=CC=C(C=C1)C1=C(NC=N1)C(=O)N (5-(4-nitrophenyl)-3H-imidazole-4-carboxamide), [H][H] (hydrogen). As a reaction SMILES: [N+:1]([C:4]1[CH:9]=[CH:8][C:7]([C:10]2[N:14]=[CH:13][NH:12][C:11]=2[C:15]([NH2:17])=[O:16])=[CH:6][CH:5]=1)([O-])=O.[H][H]>CO.[Pd]>[NH2:1][C:4]1[CH:5]=[CH:6][C:7]([C:10]2[N:14]=[CH:13][NH:12][C:11]=2[C:15]([NH2:17])=[O:16])=[CH:8][CH:9]=1. The reagents and catalysts are [Pd] (palladium-on-charcoal). Product: NC1=CC=C(C=C1)C1=C(NC=N1)C(=O)N (5-(4-aminophenyl)-3H-imidazole-4-carboxamide). Product: FC[C@H]([C@@H](C1=CC=C(C=C1)C=1C=NC(=CC1)CNS(=O)(=O)C)O)NS(=O)(=O)C (N-((1R,2S)-3-fluoro-1-hydroxy-1-(4-(6-(methyl-sulfonamidomethyl)pyridin-3-yl)phenyl)propan-2-yl)methanesulfonamide). RXN SMILES: [NH2:1][C@H:2]([CH2:23][F:24])[C@@H:3]([C:5]1[CH:10]=[CH:9][C:8]([C:11]2[CH:12]=[CH:13][C:14]([CH2:17][NH:18][S:19]([CH3:22])(=[O:21])=[O:20])=[N:15][CH:16]=2)=[CH:7][CH:6]=1)[OH:4].[CH3:25][S:26](Cl)(=[O:28])=[O:27]>C(OC(=O)C)C.O>[F:24][CH2:23][C@@H:2]([NH:1][S:26]([CH3:25])(=[O:28])=[O:27])[C@H:3]([OH:4])[C:5]1[CH:10]=[CH:9][C:8]([C:11]2[CH:16]=[N:15][C:14]([CH2:17][NH:18][S:19]([CH3:22])(=[O:20])=[O:21])=[CH:13][CH:12]=2)=[CH:7][CH:6]=1. The reactants are N[C@@H]([C@H](O)C1=CC=C(C=C1)C=1C=CC(=NC1)CNS(=O)(=O)C)CF (N-((5-(4-((1R,2S)-2-amino-3-fluoro-1-hydroxypropyl)phenyl)pyridin-2-yl)methyl)methanesulfonamide), CS(=O)(=O)Cl (methanesulfonyl chloride). Procedure: To a slurry of N-((5-(4-((1R,2S)-2-amino-3-fluoro-1-hydroxypropyl)phenyl)pyridin-2-yl)methyl)methanesulfonamide (100 mg, 0.28 mmol) in ethylacetate/aqueous NaHCO3 (1:1) (2 mL) is slowly added methanesulfonyl chloride (50 mg, 0.42 mmol) over a period of 20 minutes. Reaction is diluted with water (2 mL) and extracted with ethylacetate (3×5 mL). Combined organic solution is dried over Na2SO4 and concentrated. Crude product is purified using HPLC to give the title compound (60 mg): 1H NMR (400 MHz, ... Run in O (water), C(C)OC(C)=O (ethylacetate). Yield: 49.7%.